From a dataset of the Open Reaction Database (ORD), a public repository of structured organic reaction records. describe an organic reaction: reactants, conditions, products, and yield Reactants: CO, CO, Cl, [N-]=[N+]=NCCCC1(c2ccccc2)SC(c2cc(F)ccc2F)=NN1c1nc2c(s1)CNCC2. Product: NCCCC1(c2ccccc2)SC(c2cc(F)ccc2F)=NN1c1nc2c(s1)CNCC2. As a reaction SMILES: [CH3:36][OH:37].[CH3:38][OH:39].[ClH:35].[N:1](=[N+:2]=[N-:3])[CH2:4][CH2:5][CH2:6][C:7]1([c:29]2[cH:30][cH:31][cH:32][cH:33][cH:34]2)[S:8][C:9]([c:21]2[c:22]([F:28])[cH:23][cH:24][c:25]([F:27])[cH:26]2)=[N:10][N:11]1[c:12]1[s:13][c:14]2[c:19]([n:20]1)[CH2:18][CH2:17][NH:16][CH2:15]2>>[NH2:1][CH2:4][CH2:5][CH2:6][C:7]1([c:29]2[cH:30][cH:31][cH:32][cH:33][cH:34]2)[S:8][C:9]([c:21]2[c:22]([F:28])[cH:23][cH:24][c:25]([F:27])[cH:26]2)=[N:10][N:11]1[c:12]1[s:13][c:14]2[c:19]([n:20]1)[CH2:18][CH2:17][NH:16][CH2:15]2.